Dataset: the Open Reaction Database (ORD), a public repository of structured organic reaction records. Task: describe an organic reaction: reactants, conditions, products, and yield Starting materials: CCOC(=O)Nc1snnc1C(=O)Cl, COc1cc2nc(N3CCNCC3)nc(N)c2cc1OC, C1COCCO1. Product: CCOC(=O)Nc1snnc1C(=O)N1CCN(c2nc(N)c3cc(OC)c(OC)cc3n2)CC1, Cl. RXN SMILES: [CH2:1]([CH3:2])[O:3][C:4](=[O:5])[NH:6][c:7]1[c:8]([C:12](=[O:13])[Cl:14])[n:9][n:10][s:11]1.[NH2:15][c:16]1[n:17][c:18]([N:30]2[CH2:31][CH2:32][NH:33][CH2:34][CH2:35]2)[n:19][c:20]2[cH:21][c:22]([O:28][CH3:29])[c:23]([O:26][CH3:27])[cH:24][c:25]12.[O:36]1[CH2:37][CH2:38][O:39][CH2:40][CH2:41]1>>[CH2:1]([CH3:2])[O:3][C:4](=[O:5])[NH:6][c:7]1[c:8]([C:12](=[O:13])[N:33]2[CH2:32][CH2:31][N:30]([c:18]3[n:17][c:16]([NH2:15])[c:25]4[c:20]([n:19]3)[cH:21][c:22]([O:28][CH3:29])[c:23]([O:26][CH3:27])[cH:24]4)[CH2:35][CH2:34]2)[n:9][n:10][s:11]1.[ClH:14]. The reactants are C(\C=C/C(=O)O)(=O)O (maleic acid), C(\C=C/C(=O)[O-])(=O)[O-] (maleate), formula II, C(C)(C)(C)NCC(COC=1SC(=CN1)C(=O)NCCC#CC(C)C)O (1-t-butylamino-3-[5-(5-methylhex-3-ynylaminocarbonyl)thiazol-2-yloxy]-propan-2-ol). The solvent is C(C)OCC (ethyl ether), C(C)OCC (ethyl ether), C(C)O (ethanol). Run at time 1 hour. The product is C(\C=C/C(=O)O)(=O)O.C(C)(C)(C)NCC(COC=1SC(=CN1)C(=O)NCCC#CC(C)C)O (1-t-butylamino-3-[5-(5-methylhex-3-ynylaminocarbonyl)thiazol-2-yloxy]-propan-2-ol maleate). Reaction SMILES: [C:1]([O-:8])(=[O:7])/[CH:2]=[CH:3]\[C:4]([O-:6])=[O:5].[C:9]([NH:13][CH2:14][CH:15]([OH:33])[CH2:16][O:17][C:18]1[S:19][C:20]([C:23]([NH:25][CH2:26][CH2:27][C:28]#[C:29][CH:30]([CH3:32])[CH3:31])=[O:24])=[CH:21][N:22]=1)([CH3:12])([CH3:11])[CH3:10].C(O)(=O)/C=C\C(O)=O>C(OCC)C.C(O)C>[C:1]([OH:8])(=[O:7])/[CH:2]=[CH:3]\[C:4]([OH:6])=[O:5].[C:9]([NH:13][CH2:14][CH:15]([OH:33])[CH2:16][O:17][C:18]1[S:19][C:20]([C:23]([NH:25][CH2:26][CH2:27][C:28]#[C:29][CH:30]([CH3:31])[CH3:32])=[O:24])=[CH:21][N:22]=1)([CH3:12])([CH3:11])[CH3:10] |f:5.6|. Procedure details: This example illustrates methods of preparing the maleate addition salts of compounds of formula II. In this example 1 gram of 1-t-butylamino-3-[5-(5-methylhex-3-ynylaminocarbonyl)thiazol-2-yloxy]-propan-2-ol is dissolved in a solution of 5 ml. of ethyl ether and 5 ml. of ethanol at 20° C. To this solution is added 10 ml. of a saturated solution of maleic acid is ethyl ether. The mixture is allowed to stand for one hour at room temperature. The resulting precipitate is recovered by filtration, w... RXN SMILES: [F:1][C:2]1[N:7]=[C:6]2[O:8][C:9]([C:11]3[CH:12]=[C:13]4[CH:19]=[CH:18][N:17](CC5C=CC(OC)=CC=5)[C:14]4=[N:15][CH:16]=3)=[N:10][C:5]2=[CH:4][CH:3]=1>C(O)(C(F)(F)F)=O>[F:1][C:2]1[N:7]=[C:6]2[O:8][C:9]([C:11]3[CH:12]=[C:13]4[CH:19]=[CH:18][NH:17][C:14]4=[N:15][CH:16]=3)=[N:10][C:5]2=[CH:4][CH:3]=1. Product: FC1=CC=C2C(=N1)OC(=N2)C=2C=C1C(=NC2)NC=C1 (5-fluoro-2-(1H-pyrrolo[2,3-b]pyridin-5-yl)-oxazolo[5,4-b]pyridine). Run at temperature 170 celsius. Isolated yield 6.0%. Reported procedure: Crude 5-fluoro-2-[1-(4-methoxy-benzyl)-1H-pyrrolo[2,3-b]pyridin-5-yl]-oxazolo[5,4-b]pyridine from Step 2 was dissolved in TFA (0.5 mL) and heated by microwave to 170° C. for 25 min. The volatiles were then removed in vacuo and the resulting residue was purified by HPLC to afford 5-fluoro-2-(1H-pyrrolo[2,3-b]pyridin-5-yl)-oxazolo[5,4-b]pyridine (2.5 mg, 9.8 μmol, 6% yield). ES MS (M+H+)=255; 1H NMR δ (ppm) (DMSO-d6): 12.18 (1H, s), 9.04 (1H, d, J=2.10 Hz), 8.76 (1H, d, J=2.06 Hz), 8.44 (1H, dd, J... Run in C(=O)(C(F)(F)F)O (TFA). The reactants are FC1=CC=C2C(=N1)OC(=N2)C=2C=C1C(=NC2)N(C=C1)CC1=CC=C(C=C1)OC (5-fluoro-2-[1-(4-methoxy-benzyl)-1H-pyrrolo[2,3-b]pyridin-5-yl]-oxazolo[5,4-b]pyridine). The reactants are CC=1C=C(C=C(C1)C)C1=CC(=C(C=C1)C)N (3′,4,5′-trimethylbiphenyl-3-amine), ClC1=CC(=C(C=C1)NC(CSCC(=O)O)=O)C(=O)OC ([(2-([4-chloro-2-(methoxycarbonyl)phenyl]amino)-2-oxoethyl)sulfanyl]acetic acid). Product: ClC=1C=CC(=C(C(=O)O)C1)NC(CSCC(NC=1C=C(C=CC1C)C1=CC(=CC(=C1)C)C)=O)=O (5-chloro-2-([((2-oxo-2-[(3′,4,5′-trimethylbiphenyl-3-yl)amino]ethyl)sulfanyl)acetyl]amino)benzoic acid). RXN SMILES: [CH3:1][C:2]1[CH:3]=[C:4]([C:9]2[CH:14]=[CH:13][C:12]([CH3:15])=[C:11]([NH2:16])[CH:10]=2)[CH:5]=[C:6]([CH3:8])[CH:7]=1.[Cl:17][C:18]1[CH:23]=[CH:22][C:21]([NH:24][C:25](=[O:32])[CH2:26][S:27][CH2:28][C:29](O)=[O:30])=[C:20]([C:33]([O:35]C)=[O:34])[CH:19]=1>>[Cl:17][C:18]1[CH:23]=[CH:22][C:21]([NH:24][C:25](=[O:32])[CH2:26][S:27][CH2:28][C:29](=[O:30])[NH:16][C:11]2[CH:10]=[C:9]([C:4]3[CH:3]=[C:2]([CH3:1])[CH:7]=[C:6]([CH3:8])[CH:5]=3)[CH:14]=[CH:13][C:12]=2[CH3:15])=[C:20]([CH:19]=1)[C:33]([OH:35])=[O:34]. Procedure details: Using the same method as in Example 1-(ii), 3′,4,5′-trimethylbiphenyl-3-amine was reacted with the [(2-([4-chloro-2-(methoxycarbonyl)phenyl]amino)-2-oxoethyl)sulfanyl]acetic acid obtained in Example 12-(i) to give 5-chloro-2-([((2-oxo-2-[(3′,4,5′-trimethylbiphenyl-3-yl)amino]ethyl)sulfanyl)acetyl]amino)benzoic acid.methyl ester (yield: 87%). The yield is 93.6%. The solvent is C([O-])([O-])=O.[Na+].[Na+] (sodium carbonate). Reagents/catalysts: O.CC1=CC=C(C=C1)S(=O)(=O)O (4-methylbenzene-1-sulfonic acid hydrate). Reactants: C(CO)O (ethylene glycol), ClC=1SC(=C(N1)Cl)C=O (2,4-dichloro-1,3-thiazole-5-carbaldehyde), C1(=CC=CC=C1)C (toluene). Reported procedure: In a round bottom flask equipped with a Dean-Stark trap was charged ethylene glycol (2.3 mL, 41.1 mmol), 2,4-dichloro-1,3-thiazole-5-carbaldehyde (2.5 g, 13.7 mmol), and toluene (35 mL). To this solution was added 4-methylbenzene-1-sulfonic acid hydrate (210 mg, 1.1 mmol). The reaction mixture was stirred at reflux overnight. After cooling to room temperature, the solution was poured in 10% sodium carbonate solution (50 mL). The mixture was extracted with EtOAc (2×35 mL). The organic extracts we... RXN SMILES: [CH2:1]([OH:4])[CH2:2][OH:3].[Cl:5][C:6]1[S:7][C:8]([CH:12]=O)=[C:9]([Cl:11])[N:10]=1.C1(C)C=CC=CC=1>C(=O)([O-])[O-].[Na+].[Na+].O.CC1C=CC(S(O)(=O)=O)=CC=1>[Cl:5][C:6]1[S:7][C:8]([CH:12]2[O:4][CH2:1][CH2:2][O:3]2)=[C:9]([Cl:11])[N:10]=1 |f:3.4.5,6.7|. The product is ClC=1SC(=C(N1)Cl)C1OCCO1 (2,4-dichloro-5-(1,3-dioxolan-2-yl)-1,3-thiazole). Reactants: CCOC(=O)C1=CC(CF)(CF)Oc2ccc(I)cc21, Cc1ccccc1, CN(C)C=O, O=C([O-])C(F)(F)C(F)(F)C(F)(F)F, [I-], [K+]. The product is CCOC(=O)C1=CC(CF)(CF)Oc2ccc(C(F)(F)C(F)(F)C(F)(F)F)cc21. RXN SMILES: [CH2:1]([CH3:2])[O:3][C:4](=[O:5])[C:6]1=[CH:7][C:8]([CH2:17][F:18])([CH2:19][F:20])[O:9][c:10]2[c:11]1[cH:12][c:13]([I:16])[cH:14][cH:15]2.[CH3:36][c:37]1[cH:38][cH:39][cH:40][cH:41][cH:42]1.[CH3:43][N:44]([CH3:45])[CH:46]=[O:47].[F:21][C:22]([C:23]([C:24]([C:25]([O-:26])=[O:27])([F:28])[F:29])([F:30])[F:31])([F:32])[F:33].[I-:35].[K+:34]>>[CH2:1]([CH3:2])[O:3][C:4](=[O:5])[C:6]1=[CH:7][C:8]([CH2:17][F:18])([CH2:19][F:20])[O:9][c:10]2[c:11]1[cH:12][c:13]([C:24]([C:23]([C:22]([F:21])([F:32])[F:33])([F:30])[F:31])([F:28])[F:29])[cH:14][cH:15]2. Starting materials: CCCCc1cc(C=CC(=O)OC)cn1Cc1ccc(-c2ccccc2C#N)cc1, ClCCl. Yields the product CCCCc1cc(CCC(=O)OC)cn1Cc1ccc(-c2ccccc2C#N)cc1. RXN SMILES: [CH2:1]([CH2:2][CH2:3][CH3:4])[c:5]1[n:6]([CH2:16][c:17]2[cH:18][cH:19][c:20](-[c:23]3[c:24]([C:29]#[N:30])[cH:25][cH:26][cH:27][cH:28]3)[cH:21][cH:22]2)[cH:7][c:8]([CH:10]=[CH:11][C:12](=[O:13])[O:14][CH3:15])[cH:9]1.[CH2:31]([Cl:32])[Cl:33]>>[CH2:1]([CH2:2][CH2:3][CH3:4])[c:5]1[n:6]([CH2:16][c:17]2[cH:18][cH:19][c:20](-[c:23]3[c:24]([C:29]#[N:30])[cH:25][cH:26][cH:27][cH:28]3)[cH:21][cH:22]2)[cH:7][c:8]([CH2:10][CH2:11][C:12](=[O:13])[O:14][CH3:15])[cH:9]1. Reactants: COc1cc(Cl)c(C(C)(C)C#N)cc1Br, C1CCOC1, Cl. Product: COc1cc(Cl)c(C(C)(C)C=O)cc1Br. RXN SMILES: [Br:1][c:2]1[c:3]([O:14][CH3:15])[cH:4][c:5]([Cl:13])[c:6]([C:8]([C:9]#[N:10])([CH3:11])[CH3:12])[cH:7]1.[CH2:17]1[CH2:20][CH2:19][CH2:18][O:21]1.[ClH:16]>>[Br:1][c:2]1[c:3]([O:14][CH3:15])[cH:4][c:5]([Cl:13])[c:6]([C:8]([CH:9]=[O:21])([CH3:11])[CH3:12])[cH:7]1. The reactants are O=S(Cl)Cl, c1ccccc1, CC(O)c1cccc(C(=O)c2cccs2)c1. Yields the product CC(Cl)c1cccc(C(=O)c2cccs2)c1. Reaction SMILES: [S:1]([Cl:2])([Cl:3])=[O:4].[cH:21]1[cH:22][cH:23][cH:24][cH:25][cH:26]1.[s:5]1[c:6]([C:10](=[O:11])[c:12]2[cH:13][c:14]([CH:18]([CH3:19])[OH:20])[cH:15][cH:16][cH:17]2)[cH:7][cH:8][cH:9]1>>[Cl:3][CH:18]([c:14]1[cH:13][c:12]([C:10]([c:6]2[s:5][cH:9][cH:8][cH:7]2)=[O:11])[cH:17][cH:16][cH:15]1)[CH3:19]. Reaction SMILES: [CH3:1][O:2][C:3]([c:4]1[cH:5][cH:6][c:7](-[c:10]2[o:11][c:12]([CH2:15][S:16][CH2:17][CH2:18][CH2:19][c:20]3[cH:21][cH:22][cH:23][cH:24][cH:25]3)[n:13][n:14]2)[cH:8][cH:9]1)=[O:26].[Li+:27].[OH-:28]>>[O:2]=[C:3]([c:4]1[cH:5][cH:6][c:7](-[c:10]2[o:11][c:12]([CH2:15][S:16][CH2:17][CH2:18][CH2:19][c:20]3[cH:21][cH:22][cH:23][cH:24][cH:25]3)[n:13][n:14]2)[cH:8][cH:9]1)[OH:26]. Reactants: COC(=O)c1ccc(-c2nnc(CSCCCc3ccccc3)o2)cc1, [Li+], [OH-]. The product is O=C(O)c1ccc(-c2nnc(CSCCCc3ccccc3)o2)cc1.